From a dataset of the Open Reaction Database (ORD), a public repository of structured organic reaction records. describe an organic reaction: reactants, conditions, products, and yield Reported procedure: 0.74 g (3.2 mmol) of 2-[3-(1-piperidylmethyl)phenyl]methyl-oxirane, 0.294 g (6 mmol) of sodium cyanide and 0.107 g (2 mmol) of ammonium chloride are boiled in 5 ml ethanol/5 ml water for 6 hours. After substantial concentration of the mother liquor by evaporation under vacuum, the residue is taken up in 10 ml of water, and the solution is adjusted to pH 12 with potassium carbonate and extracted with 3×20 ml of methylene chloride. The organic phase yields 0.82 g of a brown oil after dehydration a... Yields the product OC(C#N)C(C)C1=CC(=CC=C1)CN1CCCCC1 (2-Hydroxy-3-[3-(1-piperidylmethyl)phenyl]-butyronitrile). Starting materials: N1(CCCCC1)CC=1C=C(C=CC1)CC1OC1 (2-[3-(1-piperidylmethyl)phenyl]methyl-oxirane), [C-]#N.[Na+] (sodium cyanide), [Cl-].[NH4+] (ammonium chloride), C(C)O (ethanol). Reaction SMILES: [N:1]1([CH2:7][C:8]2[CH:9]=[C:10]([CH2:14][CH:15]3CO3)[CH:11]=[CH:12][CH:13]=2)[CH2:6][CH2:5][CH2:4][CH2:3][CH2:2]1.[C-]#[N:19].[Na+].[Cl-].[NH4+].[CH2:23]([OH:25])[CH3:24]>>[OH:25][CH:23]([CH:14]([C:10]1[CH:11]=[CH:12][CH:13]=[C:8]([CH2:7][N:1]2[CH2:6][CH2:5][CH2:4][CH2:3][CH2:2]2)[CH:9]=1)[CH3:15])[C:24]#[N:19] |f:1.2,3.4|. Reactants: [H-].C(C(C)C)[Al+]CC(C)C (diisobutylaluminum hydride), CC1=C(N=C(S1)C1=CC=CC=C1)COC1=NC=C(C#N)C=C1 (6-[(5-methyl-2-phenyl-4-thiazolyl)methoxy]nicotinonitrile), C1(=CC=CC=C1)C (toluene), [Cl-].[NH4+] (ammonium chloride), C(C)(=O)OCC (Ethyl acetate). The solvent is CCCCCC (hexane). Run at time 1.5 hour. Yields the product CC1=C(N=C(S1)C1=CC=CC=C1)COC1=NC=C(C=O)C=C1 (6-[(5-methyl-2-phenyl-4-thiazolyl)methoxy]nicotinaldehyde). Yield: 78.0%. As a reaction SMILES: [CH3:1][C:2]1[S:6][C:5]([C:7]2[CH:12]=[CH:11][CH:10]=[CH:9][CH:8]=2)=[N:4][C:3]=1[CH2:13][O:14][C:15]1[CH:22]=[CH:21][C:18]([C:19]#N)=[CH:17][N:16]=1.C1(C)C=CC=CC=1.[H-].C([Al+]CC(C)C)C(C)C.[Cl-].[NH4+].C(OCC)(=[O:44])C>CCCCCC>[CH3:1][C:2]1[S:6][C:5]([C:7]2[CH:12]=[CH:11][CH:10]=[CH:9][CH:8]=2)=[N:4][C:3]=1[CH2:13][O:14][C:15]1[CH:22]=[CH:21][C:18]([CH:19]=[O:44])=[CH:17][N:16]=1 |f:2.3,4.5|. Procedure: To a mixture of 6-[(5-methyl-2-phenyl-4-thiazolyl)methoxy]nicotinonitrile (5.45 g) and anhydrous toluene (150 mL) was dropwise added a solution (0.95 M, 41.0 mL) of diisobutylaluminum hydride in hexane at −78° C. The reaction mixture was allowed to warm to room temperature with stirring for 1.5 hrs. A saturated aqueous ammonium chloride solution (100 mL) was dropwise added to the mixture, and the mixture was further stirred at room temperature for 30 min. Ethyl acetate was added to the mixture a... Reactants: Cc1cc(Br)cc(C)c1C(=O)N1CCC(N2CCCC2)CC1, Cc1cc(-c2cccc(OC(F)(F)F)c2)nc(C)c1C(=O)N1CCC(N2CCCC2)CC1, [Cl-], O=C(OCC1CCCN1C1CCNCC1)c1ccccc1. Yields the product Cc1cc(-c2cccc(OC(F)(F)F)c2)nc(C)c1C(=O)N1CCC(N2CCCC2COC(=O)c2ccccc2)CC1. Reaction SMILES: [Br:1][c:2]1[cH:3][c:4]([CH3:5])[c:6]([C:7]([N:8]2[CH2:9][CH2:10][CH:11]([N:12]3[CH2:13][CH2:14][CH2:15][CH2:16]3)[CH2:17][CH2:18]2)=[O:19])[c:20]([CH3:21])[cH:22]1.[CH3:23][c:24]1[n:25][c:26](-[c:44]2[cH:45][c:46]([O:50][C:51]([F:52])([F:53])[F:54])[cH:47][cH:48][cH:49]2)[cH:27][c:28]([CH3:43])[c:29]1[C:30](=[O:31])[N:32]1[CH2:33][CH2:34][CH:35]([N:38]2[CH2:39][CH2:40][CH2:41][CH2:42]2)[CH2:36][CH2:37]1.[Cl-:55].[NH:56]1[CH2:57][CH2:58][CH:59]([N:60]2[CH2:61][CH2:62][CH2:63][CH:64]2[CH2:67][O:68][C:69]([c:70]2[cH:71][cH:72][cH:73][cH:74][cH:75]2)=[O:76])[CH2:65][CH2:66]1>>[CH3:23][c:24]1[n:25][c:26](-[c:44]2[cH:45][c:46]([O:50][C:51]([F:52])([F:53])[F:54])[cH:47][cH:48][cH:49]2)[cH:27][c:28]([CH3:43])[c:29]1[C:30](=[O:31])[N:32]1[CH2:33][CH2:34][CH:35]([N:38]2[CH2:39][CH2:40][CH2:41][CH:42]2[CH2:67][O:68][C:69]([c:70]2[cH:71][cH:72][cH:73][cH:74][cH:75]2)=[O:76])[CH2:36][CH2:37]1. Reactants: FC(CC)(F)C=1C(=NOC1C1=CC=CC=C1)C(=O)O (4-(1,1-difluoropropyl)-5-phenylisoxazole-3-carboxylic acid), N1=CC=CC=C1 (pyridine), N1=C(F)N=C(F)N=C1F (cyanuric fluoride). Solvent: ClCCl (dichloromethane), ClCCl (dichloromethane). Conditions: time 2 hour. The product is FC(CC)(F)C=1C(=NOC1C1=CC=CC=C1)C(=O)F (4-(1,1-difluoropropyl)-5-phenylisoxazole-3-carbonyl fluoride). Yield: 86.3%. Reaction SMILES: [F:1][C:2]([C:6]1[C:7]([C:17]([OH:19])=O)=[N:8][O:9][C:10]=1[C:11]1[CH:16]=[CH:15][CH:14]=[CH:13][CH:12]=1)([F:5])[CH2:3][CH3:4].N1C=CC=CC=1.N1C(F)=NC(F)=NC=1[F:28]>ClCCl>[F:1][C:2]([C:6]1[C:7]([C:17]([F:28])=[O:19])=[N:8][O:9][C:10]=1[C:11]1[CH:16]=[CH:15][CH:14]=[CH:13][CH:12]=1)([F:5])[CH2:3][CH3:4]. Procedure: A solution of 4-(1,1-difluoropropyl)-5-phenylisoxazole-3-carboxylic acid (8.4 mg, 0.031 mmol) and pyridine (3.05 μL, 0.038 mmol) in dichloromethane (1 mL) was added cyanuric fluoride (3.18 μL, 0.038 mmol), and the reaction mixture was stirred at room temperature for 2 h. The reaction mixture was diluted with dichloromethane (2 mL) and washed with ice-water (2×1 mL). The aqueous layer was extracted with dichloromethane (2×1 mL), and the combined organic layers were washed brine (1 mL) and dried o... Reactants: Clc1nccc2occ(Br)c12, [NH4+], C1COCCO1, [OH-]. Yields the product Nc1nccc2occ(Br)c12. RXN SMILES: [Br:1][c:2]1[cH:3][o:4][c:5]2[c:6]1[c:7]([Cl:11])[n:8][cH:9][cH:10]2.[NH4+:12].[O:14]1[CH2:15][CH2:16][O:17][CH2:18][CH2:19]1.[OH-:13]>>[Br:1][c:2]1[cH:3][o:4][c:5]2[c:6]1[c:7]([NH2:12])[n:8][cH:9][cH:10]2. Procedure details: To a mixed solution containing 100 mg (0.35 mmol) of N2 -acetyl-7-benzylguanine and 1 ml of DMF was added 72 mg (0.37 mmol) of (2-acetoxyethoxy)methyl bromide [prepared by the method described in M. J. Robins et al., Can. J. Chem., 60, 547 (1982)]. The mixture was heated at 80° C. for 20 h, and then allowed to cool. The reaction solution was concentrated, and purified by silica-gel column chromatography to yield 9-(2-acetoxyethoxy)methyl-7-benzyl-N2 -acetylguaninium bromide. The reactants are N#N.C(C)(=O)NC=1NC(C=2N(C=NC2N1)CC1=CC=CC=C1)=O (N2 acetyl-7-benzylguanine), C(C)(=O)OCCOCBr ((2-acetoxyethoxy)methyl bromide). As a reaction SMILES: N#N.[C:3]([NH:6][C:7]1[NH:8][C:9](=[O:23])[C:10]2[N:11]([CH2:16][C:17]3[CH:22]=[CH:21][CH:20]=[CH:19][CH:18]=3)[CH:12]=[N:13][C:14]=2[N:15]=1)(=[O:5])[CH3:4].[C:24]([O:27][CH2:28][CH2:29][O:30][CH2:31][Br:32])(=[O:26])[CH3:25]>CN(C=O)C>[Br-:32].[C:24]([O:27][CH2:28][CH2:29][O:30][CH2:31][N:13]1[CH2:12][N:11]([CH2:16][C:17]2[CH:22]=[CH:21][CH:20]=[CH:19][CH:18]=2)[C:10]2[C:9](=[O:23])[NH2+:8][C:7]([NH:6][C:3](=[O:5])[CH3:4])=[N:15][C:14]1=2)(=[O:26])[CH3:25] |f:0.1,4.5|. Reaction conditions: temperature 80 celsius. Solvent: CN(C)C=O (DMF). The product is [Br-].C(C)(=O)OCCOCN1C=2N=C([NH2+]C(C2N(C1)CC1=CC=CC=C1)=O)NC(C)=O (9-(2-acetoxyethoxy)methyl-7-benzyl-N2 -acetylguaninium bromide). The reactants are ClN1C(CCC1=O)=O (N-Chlorosuccinimide), S1C=NC=C1C1=CC(=C2CCCCN12)C(=O)N (3-(5-thiazolyl)-5,6,7,8-tetrahydroindolizine-1-carboxamide). Solvent: C(C)#N (acetonitrile), C(C)OCC (ethyl ether). Conditions: temperature 20 celsius, time 2 hour. Product: ClC=1C(=C2CCCCN2C1C1=CN=CS1)C(=O)N (2-chloro-3-(5-thiazolyl)-5,6,7,8-tetrahydroindolizine-1-carboxamide). RXN SMILES: [Cl:1]N1C(=O)CCC1=O.[S:9]1[C:13]([C:14]2[N:22]3[C:17]([CH2:18][CH2:19][CH2:20][CH2:21]3)=[C:16]([C:23]([NH2:25])=[O:24])[CH:15]=2)=[CH:12][N:11]=[CH:10]1>C(#N)C.C(OCC)C>[Cl:1][C:15]1[C:16]([C:23]([NH2:25])=[O:24])=[C:17]2[N:22]([C:14]=1[C:13]1[S:9][CH:10]=[N:11][CH:12]=1)[CH2:21][CH2:20][CH2:19][CH2:18]2. Procedure details: N-Chlorosuccinimide is added in 0.05 g portions to a solution of 0.1 g of 3-(5-thiazolyl)-5,6,7,8-tetrahydroindolizine-1-carboxamide in 10 cm3 of acetonitrile at 65° C. After 2 hours a precipitate is seen to form. The mixture is allowed to cool to approximately 20° C., the solid is filtered off and washed with two times 0.5 cm3 of acetonitrile. The operation was repeated another two times on 0.1 g of 3-(4-thiazolyl)-5,6,7,8-tetrahydroindolizine-1-carboxamide. The solids obtained in the three tes... Reactants: C1COCCO1, CC(C)C1(C(=O)N2CCc3ncc(C(F)(F)F)cc3C2)CCC(NC(=O)OC(C)(C)C)C1, Cl. The product is CC(C)C1(C(=O)N2CCc3ncc(C(F)(F)F)cc3C2)CCC(N)C1. RXN SMILES: [CH2:34]1[O:35][CH2:36][CH2:37][O:38][CH2:39]1.[CH:1]([CH3:2])([CH3:3])[C:4]1([C:17](=[O:18])[N:19]2[CH2:20][c:21]3[cH:22][c:23]([C:29]([F:30])([F:31])[F:32])[cH:24][n:25][c:26]3[CH2:27][CH2:28]2)[CH2:5][CH:6]([NH:9][C:10](=[O:11])[O:12][C:13]([CH3:14])([CH3:15])[CH3:16])[CH2:7][CH2:8]1.[ClH:33]>>[CH:1]([CH3:2])([CH3:3])[C:4]1([C:17](=[O:18])[N:19]2[CH2:20][c:21]3[cH:22][c:23]([C:29]([F:30])([F:31])[F:32])[cH:24][n:25][c:26]3[CH2:27][CH2:28]2)[CH2:5][CH:6]([NH2:9])[CH2:7][CH2:8]1.